From a dataset of the Open Reaction Database (ORD), a public repository of structured organic reaction records. describe an organic reaction: reactants, conditions, products, and yield The reactants are C1(=CC=CC=C1)N1N=NC(=C1)C[Si](C)(C)C (1-phenyl-4-((trimethylsilyl)methyl)-1H-1,2,3-triazole), IC (iodomethane). The solvent is C(C)#N (ACN). Yields the product [I-].C[N+]1=NN(C=C1C[Si](C)(C)C)C1=CC=CC=C1 (3-methyl-1-phenyl-4-((trimethylsilyl)methyl)-1H-1,2,3-triazol-3-ium iodide). As a reaction SMILES: [C:1]1([N:7]2[CH:11]=[C:10]([CH2:12][Si:13]([CH3:16])([CH3:15])[CH3:14])[N:9]=[N:8]2)[CH:6]=[CH:5][CH:4]=[CH:3][CH:2]=1.[I:17][CH3:18]>C(#N)C>[I-:17].[CH3:18][N+:9]1[C:10]([CH2:12][Si:13]([CH3:16])([CH3:15])[CH3:14])=[CH:11][N:7]([C:1]2[CH:2]=[CH:3][CH:4]=[CH:5][CH:6]=2)[N:8]=1 |f:3.4|. Procedure: 1-phenyl-4-((trimethylsilyl)methyl)-1H-1,2,3-triazole and excess iodomethane were added to a vial. The reaction was heated for 19.5 hours. and 5 mL ACN was added. The reaction was heated for another 2 hours. The precipitate was filtered, rinsed with ether and dried in vacuo overnight. The following 3-methyl-1-phenyl-4-((trimethylsilyl)methyl)-1H-1,2,3-triazol-3-ium iodide structure was confirmed: The reactants are BrCC1=CC(NC2=CC=CC=C12)=O (4-bromomethyl-2(1H)-quinolinone), BrCCC1=CC(NC2=CC=CC=C12)=O (4-(2-bromoethyl)-2(1H)-quinolinone), BrCCCC1=CC(NC2=CC=CC=C12)=O (4-(3-bromopropyl)-2(1H)-quinolinone). The product is BrCCC1=CC(NC2=C(C=CC=C12)C(C)C)=O (4-(2-bromoethyl)-8-(1-methylethyl)-2(1H)-quinolinone). RXN SMILES: Br[CH2:2][C:3]1C2C(=CC=CC=2)NC(=O)[CH:4]=1.[Br:14][CH2:15][CH2:16][C:17]1[C:26]2[C:21](=[CH:22][CH:23]=[CH:24][CH:25]=2)[NH:20][C:19](=[O:27])[CH:18]=1.BrCCCC1C2C(=CC=CC=2)NC(=O)C=1>>[Br:14][CH2:15][CH2:16][C:17]1[C:26]2[C:21](=[C:22]([CH:3]([CH3:4])[CH3:2])[CH:23]=[CH:24][CH:25]=2)[NH:20][C:19](=[O:27])[CH:18]=1. Procedure details: In addition, 4-bromomethyl-2(1H)-quinolinone (II-1), 4-(2-bromoethyl)-2(1H)-quinolinone (II-2) and 4-(3-bromopropyl)-2(1H)-quinolinone (II-3) were prepared according to Chemical and Pharmaceutical Bull., 33(9), 3775-3786(1985). Starting materials: OC(=S)c1ccccc1, C=CCOC(=O)N1CC(O)CC1Cc1ccccn1, CCOC(C)=O, CCOC(=O)N=NC(=O)OCC, C1CCOC1, O, c1ccc(P(c2ccccc2)c2ccccc2)cc1. Product: C=CCOC(=O)N1CC(SC(=O)c2ccccc2)CC1Cc1ccccn1. As a reaction SMILES: [C:20]([c:21]1[cH:22][cH:23][cH:24][cH:25][cH:26]1)(=[S:27])[OH:28].[CH2:1]([CH:2]=[CH2:3])[O:4][C:5](=[O:6])[N:7]1[CH:8]([CH2:13][c:14]2[n:15][cH:16][cH:17][cH:18][cH:19]2)[CH2:9][CH:10]([OH:12])[CH2:11]1.[CH3:66][CH2:67][O:68][C:69](=[O:70])[CH3:71].[O:48]=[C:49]([O:50][CH2:51][CH3:52])[N:53]=[N:54][C:55]([O:56][CH2:57][CH3:58])=[O:59].[O:60]1[CH2:61][CH2:62][CH2:63][CH2:64]1.[OH2:65].[c:29]1([P:30]([c:31]2[cH:32][cH:33][cH:34][cH:35][cH:36]2)[c:37]2[cH:38][cH:39][cH:40][cH:41][cH:42]2)[cH:43][cH:44][cH:45][cH:46][cH:47]1>>[CH2:1]([CH:2]=[CH2:3])[O:4][C:5](=[O:6])[N:7]1[CH:8]([CH2:13][c:14]2[n:15][cH:16][cH:17][cH:18][cH:19]2)[CH2:9][CH:10]([S:27][C:20]([c:21]2[cH:22][cH:23][cH:24][cH:25][cH:26]2)=[O:28])[CH2:11]1.